Dataset: the Open Reaction Database (ORD), a public repository of structured organic reaction records. Task: describe an organic reaction: reactants, conditions, products, and yield The reactants are CO, Cl, COC(=O)Nc1nc2cc(C(=O)c3ccc(F)cc3)ccc2[nH]1, NO, [NH4+], [OH-], O. Product: COC(=O)Nc1nc2cc(C(=NO)c3ccc(F)cc3)ccc2[nH]1. RXN SMILES: [CH3:29][OH:30].[ClH:24].[F:1][c:2]1[cH:3][cH:4][c:5]([C:6](=[O:7])[c:8]2[cH:9][c:10]3[c:11]([nH:12][c:13]([NH:15][C:16]([O:17][CH3:18])=[O:19])[n:14]3)[cH:20][cH:21]2)[cH:22][cH:23]1.[NH2:25][OH:26].[NH4+:28].[OH-:27].[OH2:31]>>[F:1][c:2]1[cH:3][cH:4][c:5]([C:6]([c:8]2[cH:9][c:10]3[c:11]([nH:12][c:13]([NH:15][C:16]([O:17][CH3:18])=[O:19])[n:14]3)[cH:20][cH:21]2)=[N:25][OH:26])[cH:22][cH:23]1. Starting materials: C(C)(=O)O[BH-](OC(C)=O)OC(C)=O.[Na+] (sodium triacetoxyborohydride), N1CCCC1 (Pyrrolidine), intermediate 12, ClC1=C(C=O)C=CC=C1O (2-chloro-3-hydroxybenzaldehyde), Cl (HCl). Solvent: ClCCl (dichloromethane), O (Water). The product is ClC1=C(C=CC=C1CN1CCCC1)O (2-Chloro-3-pyrrolidin-1-ylmethyl-phenol). Isolated yield 54.6%. As a reaction SMILES: [NH:1]1[CH2:5][CH2:4][CH2:3][CH2:2]1.[Cl:6][C:7]1[C:14]([OH:15])=[CH:13][CH:12]=[CH:11][C:8]=1[CH:9]=O.C(O[BH-](OC(=O)C)OC(=O)C)(=O)C.[Na+].Cl>ClCCl.O>[Cl:6][C:7]1[C:8]([CH2:9][N:1]2[CH2:5][CH2:4][CH2:3][CH2:2]2)=[CH:11][CH:12]=[CH:13][C:14]=1[OH:15] |f:2.3|. Procedure details: Pyrrolidine (71.3 mL, 855 mmol) was added to a solution of intermediate 12, 2-chloro-3-hydroxybenzaldehyde (103 g, 658 mmol) in dichloromethane (1 L). The reaction mixture was cooled on ice bath, and sodium triacetoxyborohydride (209.3 g, 987 mmol) was added in portions under stirring. The reaction mixture was stirred for 12 h at room temperature. Water (500 mL) and concentrated HCl were added to attain pH˜2. The organic layer was separated. The aqueous one was extracted with CH2Cl2 (2×400 mL), ... The reactants are [BH4-], CC(=O)O, CO, O=Cc1ccc(CSCCN2C(=O)c3ccccc3C2=O)o1, [Na+]. Reaction SMILES: [BH4-:1].[CH3:25][C:26](=[O:27])[OH:28].[CH3:29][OH:30].[CH:3](=[O:4])[c:5]1[cH:6][cH:7][c:8]([CH2:10][S:11][CH2:12][CH2:13][N:14]2[C:15](=[O:24])[c:16]3[cH:17][cH:18][cH:19][cH:20][c:21]3[C:22]2=[O:23])[o:9]1.[Na+:2]>>[CH2:3]([OH:4])[c:5]1[cH:6][cH:7][c:8]([CH2:10][S:11][CH2:12][CH2:13][N:14]2[C:15](=[O:24])[c:16]3[cH:17][cH:18][cH:19][cH:20][c:21]3[C:22]2=[O:23])[o:9]1. Yields the product O=C1c2ccccc2C(=O)N1CCSCc1ccc(CO)o1. Reactants: C1CCOC1, CN1C(=O)CCC2(C)c3ccc(Br)cc3CCC12, ClC(Cl)Cl, OB(O)c1ccccc1C(F)(F)F, [Na+], [Na+], O=C([O-])[O-], [Pd], c1ccc(P(c2ccccc2)c2ccccc2)cc1, c1ccc(P(c2ccccc2)c2ccccc2)cc1, c1ccc(P(c2ccccc2)c2ccccc2)cc1, c1ccc(P(c2ccccc2)c2ccccc2)cc1. Yields the product CN1C(=O)CCC2(C)c3ccc(-c4ccccc4C(F)(F)F)cc3CCC12. Reaction SMILES: [CH2:38]1[O:39][CH2:40][CH2:41][CH2:42]1.[CH3:1][N:2]1[C:3](=[O:18])[CH2:4][CH2:5][C:6]2([CH3:17])[c:7]3[c:8]([cH:12][c:13]([Br:16])[cH:14][cH:15]3)[CH2:9][CH2:10][CH:11]12.[Cl:43][CH:44]([Cl:45])[Cl:46].[F:19][C:20]([c:21]1[c:22]([B:27]([OH:28])[OH:29])[cH:23][cH:24][cH:25][cH:26]1)([F:30])[F:31].[Na+:32].[Na+:33].[O-:34][C:35](=[O:36])[O-:37].[Pd:47].[c:105]1([P:106]([c:107]2[cH:108][cH:109][cH:110][cH:111][cH:112]2)[c:113]2[cH:114][cH:115][cH:116][cH:117][cH:118]2)[cH:119][cH:120][cH:121][cH:122][cH:123]1.[c:48]1([P:49]([c:50]2[cH:51][cH:52][cH:53][cH:54][cH:55]2)[c:56]2[cH:57][cH:58][cH:59][cH:60][cH:61]2)[cH:62][cH:63][cH:64][cH:65][cH:66]1.[c:67]1([P:68]([c:69]2[cH:70][cH:71][cH:72][cH:73][cH:74]2)[c:75]2[cH:76][cH:77][cH:78][cH:79][cH:80]2)[cH:81][cH:82][cH:83][cH:84][cH:85]1.[c:86]1([P:87]([c:88]2[cH:89][cH:90][cH:91][cH:92][cH:93]2)[c:94]2[cH:95][cH:96][cH:97][cH:98][cH:99]2)[cH:100][cH:101][cH:102][cH:103][cH:104]1>>[CH3:1][N:2]1[C:3](=[O:18])[CH2:4][CH2:5][C:6]2([CH3:17])[c:7]3[c:8]([cH:12][c:13](-[c:22]4[c:21]([C:20]([F:19])([F:30])[F:31])[cH:26][cH:25][cH:24][cH:23]4)[cH:14][cH:15]3)[CH2:9][CH2:10][CH:11]12. Reactants: CCn1c(C(=O)N(C2CC2)C2CC2)cc2c3c(ncn3C)c(Br)nc21, O=C([O-])[O-], Cn1ccc(N)n1, COCCOC, [Cs+], [Cs+], O=C(C=Cc1ccccc1)C=Cc1ccccc1, O=C(C=Cc1ccccc1)C=Cc1ccccc1, O=C(C=Cc1ccccc1)C=Cc1ccccc1, [Pd], [Pd]. Yields the product CCn1c(C(=O)N(C2CC2)C2CC2)cc2c3c(ncn3C)c(Nc3ccn(C)n3)nc21. Reaction SMILES: [Br:14][c:15]1[c:16]2[c:17]([c:18]3[c:19]([n:20]1)[n:21]([CH2:33][CH3:34])[c:22]([C:24](=[O:25])[N:26]([CH:27]1[CH2:28][CH2:29]1)[CH:30]1[CH2:31][CH2:32]1)[cH:23]3)[n:35]([CH3:38])[cH:36][n:37]2.[C:8](=[O:9])([O-:10])[O-:11].[CH3:1][n:2]1[n:3][c:4]([NH2:7])[cH:5][cH:6]1.[CH3:39][O:40][CH2:41][CH2:42][O:43][CH3:44].[Cs+:12].[Cs+:13].[O:47]=[C:48]([CH:49]=[CH:50][c:51]1[cH:52][cH:53][cH:54][cH:55][cH:56]1)[CH:57]=[CH:58][c:59]1[cH:60][cH:61][cH:62][cH:63][cH:64]1.[O:65]=[C:66]([CH:67]=[CH:68][c:69]1[cH:70][cH:71][cH:72][cH:73][cH:74]1)[CH:75]=[CH:76][c:77]1[cH:78][cH:79][cH:80][cH:81][cH:82]1.[O:83]=[C:84]([CH:85]=[CH:86][c:87]1[cH:88][cH:89][cH:90][cH:91][cH:92]1)[CH:93]=[CH:94][c:95]1[cH:96][cH:97][cH:98][cH:99][cH:100]1.[Pd:45].[Pd:46]>>[CH3:1][n:2]1[n:3][c:4]([NH:7][c:15]2[c:16]3[c:17]([c:18]4[c:19]([n:20]2)[n:21]([CH2:33][CH3:34])[c:22]([C:24](=[O:25])[N:26]([CH:27]2[CH2:28][CH2:29]2)[CH:30]2[CH2:31][CH2:32]2)[cH:23]4)[n:35]([CH3:38])[cH:36][n:37]3)[cH:5][cH:6]1. Reactants: CCOC(=O)C1CCC(Oc2ccc(C(=O)N3c4ccccc4C(N(C(C)=O)c4ccc(Cl)cc4)CC3C)cc2)CC1, CCO, [Na+], C1CCOC1, [OH-]. The product is CC(=O)N(c1ccc(Cl)cc1)C1CC(C)N(C(=O)c2ccc(OC3CCC(C(=O)O)CC3)cc2)c2ccccc21. RXN SMILES: [CH2:1]([CH3:2])[O:3][C:4](=[O:5])[CH:6]1[CH2:7][CH2:8][CH:9]([O:12][c:13]2[cH:14][cH:15][c:16]([C:19](=[O:20])[N:21]3[CH:22]([CH3:42])[CH2:23][CH:24]([N:31]([c:32]4[cH:33][cH:34][c:35]([Cl:38])[cH:36][cH:37]4)[C:39]([CH3:40])=[O:41])[c:25]4[cH:26][cH:27][cH:28][cH:29][c:30]43)[cH:17][cH:18]2)[CH2:10][CH2:11]1.[CH3:43][CH2:44][OH:45].[Na+:47].[O:48]1[CH2:49][CH2:50][CH2:51][CH2:52]1.[OH-:46]>>[O:3]=[C:4]([OH:5])[CH:6]1[CH2:7][CH2:8][CH:9]([O:12][c:13]2[cH:14][cH:15][c:16]([C:19](=[O:20])[N:21]3[CH:22]([CH3:42])[CH2:23][CH:24]([N:31]([c:32]4[cH:33][cH:34][c:35]([Cl:38])[cH:36][cH:37]4)[C:39]([CH3:40])=[O:41])[c:25]4[cH:26][cH:27][cH:28][cH:29][c:30]43)[cH:17][cH:18]2)[CH2:10][CH2:11]1. Reactants: BrC1=CC=C(C=C1)[C@H](C)N1C(O[C@@](CC1)(C1=CC=CC=C1)CC(=C)C)=O (3-[(S)-1-(4-bromo-phenyl)-ethyl]-(S)-6-(2-methyl-allyl)-6-phenyl-[1,3]oxazinan-2-one), BrC1=CC=C(C=C1)[C@H](C)N1C(O[C@](CC1)(C1=CC=CC=C1)CC(=C)C)=O (3-[(S)-1-(4-bromo-phenyl)-ethyl]-(R)-6-(2-methyl-allyl)-6-phenyl-[1,3]oxazinan-2-one). The product is BrC1=CC=C(C=C1)C(N1C(OC(CC1)(C1=CC=CC=C1)CC(=C)C)=O)C1CC1 (3-[(4-Bromo-phenyl)-cyclopropyl-methyl]-6-(2-methyl-allyl)-6-phenyl-[1,3]oxazinan-2-one). Reaction SMILES: [Br:1][C:2]1[CH:7]=[CH:6][C:5]([C@@H:8]([N:10]2[CH2:15][CH2:14][C@@:13]([CH2:22][C:23]([CH3:25])=[CH2:24])([C:16]3[CH:21]=[CH:20][CH:19]=[CH:18][CH:17]=3)[O:12][C:11]2=[O:26])[CH3:9])=[CH:4][CH:3]=1.Br[C:28]1C=CC([C@@H](N2CC[C@](CC(C)=C)(C3C=CC=CC=3)OC2=O)C)=C[CH:29]=1>>[Br:1][C:2]1[CH:3]=[CH:4][C:5]([CH:8]([CH:9]2[CH2:29][CH2:28]2)[N:10]2[CH2:15][CH2:14][C:13]([CH2:22][C:23]([CH3:25])=[CH2:24])([C:16]3[CH:17]=[CH:18][CH:19]=[CH:20][CH:21]=3)[O:12][C:11]2=[O:26])=[CH:6][CH:7]=1. Procedure details: The stereochemical assignments of the diastereomers are based on the comparison of the 1H NMR data with the data of the known analogs 3-[(S)-1-(4-bromo-phenyl)-ethyl]-(S)-6-(2-methyl-allyl)-6-phenyl-[1,3]oxazinan-2-one and 3-[(S)-1-(4-bromo-phenyl)-ethyl]-(R)-6-(2-methyl-allyl)-6-phenyl-[1,3]oxazinan-2-one.